This data is from the Open Reaction Database (ORD), a public repository of structured organic reaction records. The task is: describe an organic reaction: reactants, conditions, products, and yield Reactants: CON1CCC2(CC1)NC(=O)C(c1cc(Br)c(F)cc1C)=C2O, COCCOC, OB(O)c1ccc(Cl)cc1, Cl, [Na+], [Na+], O=C([O-])[O-], O, c1ccc(P(c2ccccc2)(c2ccccc2)[Pd](P(c2ccccc2)(c2ccccc2)c2ccccc2)(P(c2ccccc2)(c2ccccc2)c2ccccc2)P(c2ccccc2)(c2ccccc2)c2ccccc2)cc1. Product: CON1CCC2(CC1)NC(=O)C(c1cc(-c3ccc(Cl)cc3)c(F)cc1C)=C2O. RXN SMILES: [Br:1][c:2]1[c:3]([F:23])[cH:4][c:5]([CH3:22])[c:6]([C:8]2=[C:12]([OH:13])[C:11]3([NH:10][C:9]2=[O:21])[CH2:14][CH2:15][N:16]([O:19][CH3:20])[CH2:17][CH2:18]3)[cH:7]1.[CH2:41]([CH2:42][O:43][CH3:44])[O:45][CH3:46].[Cl:24][c:25]1[cH:26][cH:27][c:28]([B:31]([OH:32])[OH:33])[cH:29][cH:30]1.[ClH:40].[Na+:34].[Na+:35].[O-:36][C:37](=[O:38])[O-:39].[OH2:124].[cH:47]1[cH:48][cH:49][c:50]([P:51]([Pd:52]([P:53]([c:54]2[cH:55][cH:56][cH:57][cH:58][cH:59]2)([c:60]2[cH:61][cH:62][cH:63][cH:64][cH:65]2)[c:66]2[cH:67][cH:68][cH:69][cH:70][cH:71]2)([P:72]([c:73]2[cH:74][cH:75][cH:76][cH:77][cH:78]2)([c:79]2[cH:80][cH:81][cH:82][cH:83][cH:84]2)[c:85]2[cH:86][cH:87][cH:88][cH:89][cH:90]2)[P:91]([c:92]2[cH:93][cH:94][cH:95][cH:96][cH:97]2)([c:98]2[cH:99][cH:100][cH:101][cH:102][cH:103]2)[c:104]2[cH:105][cH:106][cH:107][cH:108][cH:109]2)([c:110]2[cH:111][cH:112][cH:113][cH:114][cH:115]2)[c:116]2[cH:117][cH:118][cH:119][cH:120][cH:121]2)[cH:122][cH:123]1>>[c:2]1(-[c:28]2[cH:27][cH:26][c:25]([Cl:24])[cH:30][cH:29]2)[c:3]([F:23])[cH:4][c:5]([CH3:22])[c:6]([C:8]2=[C:12]([OH:13])[C:11]3([NH:10][C:9]2=[O:21])[CH2:14][CH2:15][N:16]([O:19][CH3:20])[CH2:17][CH2:18]3)[cH:7]1. The reactants are COC(=O)C1=C(N(C(C(=C1)Br)=O)[C@@H](C)C1=CC=CC=C1)C ((S)-5-bromo-2-methyl-6-oxo-1-(1-phenyl-ethyl)-1,6-dihydro-pyridine-3-carboxylic acid methyl ester), BrN1C(CCC1=O)=O (N-bromosuccinimide), C(C1=CC=CC=C1)(=O)OOC(C1=CC=CC=C1)=O (benzoyl peroxide). Run in C(Cl)(Cl)(Cl)Cl (CCl4). Product: COC(=O)C1=C(N(C(C(=C1)Br)=O)[C@@H](C)C1=CC=CC=C1)CBr ((S)-5-Bromo-2-bromomethyl-6-oxo-1-(1-phenyl-ethyl)-1,6-dihydro-pyridine-3-carboxylic acid methyl ester). Yield: 93.0%. RXN SMILES: [CH3:1][O:2][C:3]([C:5]1[CH:10]=[C:9]([Br:11])[C:8](=[O:12])[N:7]([C@H:13]([C:15]2[CH:20]=[CH:19][CH:18]=[CH:17][CH:16]=2)[CH3:14])[C:6]=1[CH3:21])=[O:4].[Br:22]N1C(=O)CCC1=O.C(OOC(=O)C1C=CC=CC=1)(=O)C1C=CC=CC=1>C(Cl)(Cl)(Cl)Cl>[CH3:1][O:2][C:3]([C:5]1[CH:10]=[C:9]([Br:11])[C:8](=[O:12])[N:7]([C@H:13]([C:15]2[CH:16]=[CH:17][CH:18]=[CH:19][CH:20]=2)[CH3:14])[C:6]=1[CH2:21][Br:22])=[O:4]. Procedure: A mixture of (S)-5-bromo-2-methyl-6-oxo-1-(1-phenyl-ethyl)-1,6-dihydro-pyridine-3-carboxylic acid methyl ester (2.34 g, 6.69 mmol), N-bromosuccinimide (1.31 g, 7.35 mmol), and benzoyl peroxide (0.16 g, 0.669 mmol) in CCl4 (70 mL) was refluxed for 16 h. After cooling the mixture to r.t., the precipitate was removed by filtration. The filtrate was evaporated in vacuo, and the residue was chromatographed (0-25% EtOAc/hexanes) to give 2.67 g of the title compound as a white solid. MS: (+) m/z 452.06... Starting materials: BrC1=CC=2C3=C(C=NC2C=C1)N(C(N3C=3C(=NN(C3)C)C)=O)C (8-bromo-1-(1,3-dimethyl-1H-pyrazol-4-yl)-3-methyl-1,3-dihydro-imidazo[4,5-c]quinolin-2-one), BrC1=CC=2C3=C(C=NC2C=C1)N(C(N3C=3C(=NN(C3)C)C)=O)C (8-bromo-1-(1,3-dimethyl-1H-pyrazol-4-yl)-3-methyl-1,3-dihydro-imidazo[4,5-c]quinolin-2-one), CC1(OB(OC1(C)C)C=1C=C(C=NC1)C1(CCC1)C#N)C (1-[5-(4,4,5,5-tetramethyl-[1,3,2]dioxaborolan-2-yl)-pyridin-3-yl]-cyclobutanecarbonitrile). The product is CN1N=C(C(=C1)N1C(N(C=2C=NC=3C=CC(=CC3C21)C=2C=C(C=NC2)C2(CCC2)C#N)C)=O)C (1-{5-[1-(1,3-Dimethyl-1H-pyrazol-4-yl)-3-methyl-2-oxo-2,3-dihydro-1H-imidazo[4,5-c]quinolin-8-yl]-pyridin-3-yl}-cyclobutanecarbonitrile). As a reaction SMILES: Br[C:2]1[CH:11]=[CH:10][C:9]2[N:8]=[CH:7][C:6]3[N:12]([CH3:23])[C:13](=[O:22])[N:14]([C:15]4[C:16]([CH3:21])=[N:17][N:18]([CH3:20])[CH:19]=4)[C:5]=3[C:4]=2[CH:3]=1.CC1(C)C(C)(C)OB([C:32]2[CH:33]=[C:34]([C:38]3([C:42]#[N:43])[CH2:41][CH2:40][CH2:39]3)[CH:35]=[N:36][CH:37]=2)O1>>[CH3:20][N:18]1[CH:19]=[C:15]([N:14]2[C:5]3[C:4]4[CH:3]=[C:2]([C:32]5[CH:33]=[C:34]([C:38]6([C:42]#[N:43])[CH2:41][CH2:40][CH2:39]6)[CH:35]=[N:36][CH:37]=5)[CH:11]=[CH:10][C:9]=4[N:8]=[CH:7][C:6]=3[N:12]([CH3:23])[C:13]2=[O:22])[C:16]([CH3:21])=[N:17]1. Procedure details: The title compound was synthesized in a similar manner as described for Example 1.1 using 8-bromo-1-(1,3-dimethyl-1H-pyrazol-4-yl)-3-methyl-1,3-dihydro-imidazo[4,5-c]quinolin-2-one (Intermediate A) and 1-[5-(4,4,5,5-tetramethyl-[1,3,2]dioxaborolan-2-yl)-pyridin-3-yl]-cyclobutanecarbonitrile (Stage 221.1.1) to give the title compound as an off-white foam. (HPLC: tR 2.43 min (Method A); M+H=450 MS-ES; 1H-NMR (d6-DMSO, 400 MHz) 9.01 (s, 1H), 8.74-8.73 (m, 1H), 8.70-8.68 (m, 1H), 8.17-8.12 (m, 2H), ...